From a dataset of the Open Reaction Database (ORD), a public repository of structured organic reaction records. describe an organic reaction: reactants, conditions, products, and yield The reactants are COc1ccc2c(c1OC)C(C)(C)N1CCc3cc4c(cc3C1=C2)OCO4, ClCCl, ClI. Product: COc1cc(Cl)c2c(c1OC)C(C)(C)N1CCc3cc4c(cc3C1=C2)OCO4. RXN SMILES: [CH3:1][O:2][c:3]1[c:4]([O:26][CH3:27])[cH:5][cH:6][c:7]2[c:23]1[C:22]([CH3:24])([CH3:25])[N:10]1[C:9](=[CH:8]2)[c:18]2[c:13]([cH:14][c:15]3[c:16]([cH:17]2)[O:19][CH2:20][O:21]3)[CH2:12][CH2:11]1.[Cl:30][CH2:31][Cl:32].[I:28][Cl:29]>>[CH3:1][O:2][c:3]1[c:4]([O:26][CH3:27])[cH:5][c:6]([Cl:29])[c:7]2[c:23]1[C:22]([CH3:24])([CH3:25])[N:10]1[C:9](=[CH:8]2)[c:18]2[c:13]([cH:14][c:15]3[c:16]([cH:17]2)[O:19][CH2:20][O:21]3)[CH2:12][CH2:11]1. Starting materials: C(C1=CC=CC=C1)S(=O)(=O)CC(=O)O (benzyl sulfonylacetic acid), ClC1=CC=C(C=O)C=C1 (4-chlorobenzaldehyde). Product: C(C1=CC=CC=C1)S(=O)(=O)\C=C\C1=CC=C(C=C1)Cl (E-4-chlorostyryl benzyl sulfone). The yield is 78.0%. Reaction SMILES: [CH2:1]([S:8]([CH2:11][C:12](O)=O)(=[O:10])=[O:9])[C:2]1[CH:7]=[CH:6][CH:5]=[CH:4][CH:3]=1.[Cl:15][C:16]1[CH:23]=[CH:22][C:19](C=O)=[CH:18][CH:17]=1>>[CH2:1]([S:8](/[CH:11]=[CH:12]/[C:19]1[CH:22]=[CH:23][C:16]([Cl:15])=[CH:17][CH:18]=1)(=[O:10])=[O:9])[C:2]1[CH:7]=[CH:6][CH:5]=[CH:4][CH:3]=1. Reported procedure: A solution of benzyl sulfonylacetic acid (0.01 mol) and 4-chlorobenzaldehyde (0.01 mol) was subjected to Procedure 1. The title compound was obtained in 78% yield.